This data is from the Open Reaction Database (ORD), a public repository of structured organic reaction records. The task is: describe an organic reaction: reactants, conditions, products, and yield Starting materials: [Al+3], CCC(CC)(c1ccc(OCC(O[Si](C)(C)C(C)(C)C)C(C)(C)C)c(C)c1)c1ccc(C(=O)OC)c(C)c1, C1CCOC1, [H-], [H-], [H-], [H-], [Li+]. Yields the product CCC(CC)(c1ccc(CO)c(C)c1)c1ccc(OCC(O[Si](C)(C)C(C)(C)C)C(C)(C)C)c(C)c1. As a reaction SMILES: [Al+3:40].[C:1]([CH3:2])([CH3:3])([CH3:4])[Si:5]([O:6][CH:7]([CH2:8][O:9][c:10]1[c:11]([CH3:32])[cH:12][c:13]([C:16]([CH2:17][CH3:18])([CH2:19][CH3:20])[c:21]2[cH:22][c:23]([CH3:31])[c:24]([C:25](=[O:26])[O:27][CH3:28])[cH:29][cH:30]2)[cH:14][cH:15]1)[C:33]([CH3:34])([CH3:35])[CH3:36])([CH3:37])[CH3:38].[CH2:45]1[O:46][CH2:47][CH2:48][CH2:49]1.[H-:39].[H-:42].[H-:43].[H-:44].[Li+:41]>>[C:1]([CH3:2])([CH3:3])([CH3:4])[Si:5]([O:6][CH:7]([CH2:8][O:9][c:10]1[c:11]([CH3:32])[cH:12][c:13]([C:16]([CH2:17][CH3:18])([CH2:19][CH3:20])[c:21]2[cH:22][c:23]([CH3:31])[c:24]([CH2:25][OH:26])[cH:29][cH:30]2)[cH:14][cH:15]1)[C:33]([CH3:34])([CH3:35])[CH3:36])([CH3:37])[CH3:38]. The reactants are COCCOC, [Cl-], COc1ccc(Cl)cc1S(=O)(=O)N1CCCc2ccc([N+](=O)[O-])cc21, [NH4+], O, [Zn]. Reaction SMILES: [CH3:3][O:4][CH2:5][CH2:6][O:7][CH3:8].[Cl-:1].[Cl:9][c:10]1[cH:11][cH:12][c:13]([O:32][CH3:33])[c:14]([S:16](=[O:17])(=[O:18])[N:19]2[CH2:20][CH2:21][CH2:22][c:23]3[cH:24][cH:25][c:26]([N+:29]([O-:30])=[O:31])[cH:27][c:28]32)[cH:15]1.[NH4+:2].[OH2:34].[Zn:35]>>[Cl:9][c:10]1[cH:11][cH:12][c:13]([O:32][CH3:33])[c:14]([S:16](=[O:17])(=[O:18])[N:19]2[CH2:20][CH2:21][CH2:22][c:23]3[cH:24][cH:25][c:26]([NH2:29])[cH:27][c:28]32)[cH:15]1. Product: COc1ccc(Cl)cc1S(=O)(=O)N1CCCc2ccc(N)cc21. The reactants are BrC=1C=C2C(C(NC2=CC1OC)=O)=O (5-bromo-6-(methyloxy)-1H-indole-2,3-dione), [OH-].[K+] (KOH), FC(C=1C=C(C=CC1)C(CC)=O)(F)F (1-[3-(trifluoromethyl)phenyl]-1-propanone). The solvent is CCO (EtOH), O (H2O), CCO (EtOH). The product is BrC=1C=C2C(=C(C(=NC2=CC1OC)C1=CC(=CC=C1)C(F)(F)F)C)C(=O)O (6-bromo-3-methyl-7-(methyloxy)-2-[3-(trifluoromethyl)phenyl]-4-quinolinecarboxylic acid). Isolated yield 44.2%. As a reaction SMILES: [Br:1][C:2]1[CH:3]=[C:4]2[C:8](=[CH:9][C:10]=1[O:11][CH3:12])[NH:7][C:6](=[O:13])[C:5]2=O.[OH-:15].[K+].[F:17][C:18]([F:30])([F:29])[C:19]1[CH:20]=[C:21]([C:25](=O)[CH2:26][CH3:27])[CH:22]=[CH:23][CH:24]=1>CCO.O>[Br:1][C:2]1[CH:3]=[C:4]2[C:8](=[CH:9][C:10]=1[O:11][CH3:12])[N:7]=[C:25]([C:21]1[CH:22]=[CH:23][CH:24]=[C:19]([C:18]([F:17])([F:29])[F:30])[CH:20]=1)[C:26]([CH3:27])=[C:5]2[C:6]([OH:13])=[O:15] |f:1.2|. Procedure details: A solution of 5-bromo-6-(methyloxy)-1H-indole-2,3-dione (75 g, 293 mmol), KOH (98.5 g, 1760 mmol) in EtOH (500 mL) and H2O (150 mL) was stirred followed by the addition of 1-[3-(trifluoromethyl)phenyl]-1-propanone (59 g, 293 mmol) in one portion. After refluxing for 16 h, the mixture was evaporated to remove EtOH and pH adjusted to 3 with 2N HCl. Following filtration to yield the crude product, the material was refluxed in EtOH (1 L) for 1 h, filtered and dried to yield 6-bromo-3-methyl-7-(methy... Starting materials: N#CCBr, Oc1ccc(Cc2ccccc2)cc1, [H-], [Na+], C1CCOC1. Yields the product N#CCOc1ccc(Cc2ccccc2)cc1. Reaction SMILES: [Br:17][CH2:18][C:19]#[N:20].[CH2:1]([c:2]1[cH:3][cH:4][cH:5][cH:6][cH:7]1)[c:8]1[cH:9][cH:10][c:11]([OH:14])[cH:12][cH:13]1.[H-:15].[Na+:16].[O:21]1[CH2:22][CH2:23][CH2:24][CH2:25]1>>[CH2:1]([c:2]1[cH:3][cH:4][cH:5][cH:6][cH:7]1)[c:8]1[cH:9][cH:10][c:11]([O:14][CH2:18][C:19]#[N:20])[cH:12][cH:13]1. The reactants are C(C1=CC=CC=C1)OC1=CC=C(C=C1)C1=CC2=C(N=CN=C2OC=2C=C3C=CNC3=CC2)N1COCC[Si](C)(C)C (6-(4-benzyloxyphenyl)-4-(1H-5-indolyloxy)-7-(2-trimethylsilanylethoxymethyl)-7H-pyrrolo[2,3-d]pyrimidine), [H-].[Na+] (sodium hydride), O (Water), C(C)NC(OC1=CC=CC=C1)=O (phenyl ethylcarbamate). The solvent is CN(C=O)C (dimethylformamide). Run at time 5 minute. The product is C(C)NC(=O)N1C=CC2=CC(=CC=C12)OC=1C2=C(N=CN1)N(C(=C2)C2=CC=C(C=C2)OCC2=CC=CC=C2)COCC[Si](C)(C)C (5-[6-(4-Benzyloxyphenyl)-7-(2-trimethylsilanylethoxymethyl)-7H-pyrrolo[2,3-d]pyrimidin-4-yloxy]indole-1-carboxylic ethylamide). The yield is 68.0%. Reaction SMILES: [CH2:1]([O:8][C:9]1[CH:14]=[CH:13][C:12]([C:15]2[N:33]([CH2:34][O:35][CH2:36][CH2:37][Si:38]([CH3:41])([CH3:40])[CH3:39])[C:18]3[N:19]=[CH:20][N:21]=[C:22]([O:23][C:24]4[CH:25]=[C:26]5[C:30](=[CH:31][CH:32]=4)[NH:29][CH:28]=[CH:27]5)[C:17]=3[CH:16]=2)=[CH:11][CH:10]=1)[C:2]1[CH:7]=[CH:6][CH:5]=[CH:4][CH:3]=1.[H-].[Na+].[CH2:44]([NH:46][C:47](=O)[O:48]C1C=CC=CC=1)[CH3:45].O>CN(C)C=O>[CH2:44]([NH:46][C:47]([N:29]1[C:30]2[C:26](=[CH:25][C:24]([O:23][C:22]3[C:17]4[CH:16]=[C:15]([C:12]5[CH:11]=[CH:10][C:9]([O:8][CH2:1][C:2]6[CH:7]=[CH:6][CH:5]=[CH:4][CH:3]=6)=[CH:14][CH:13]=5)[N:33]([CH2:34][O:35][CH2:36][CH2:37][Si:38]([CH3:41])([CH3:40])[CH3:39])[C:18]=4[N:19]=[CH:20][N:21]=3)=[CH:32][CH:31]=2)[CH:27]=[CH:28]1)=[O:48])[CH3:45] |f:1.2|. Reported procedure: After dissolving 6-(4-benzyloxyphenyl)-4-(1H-5-indolyloxy)-7-(2-trimethylsilanylethoxymethyl)-7H-pyrrolo[2,3-d]pyrimidine (81 mg) in 1 ml of dimethylformamide, 7 mg of sodium hydride (60% dispersion) was added, the mixture was stirred at room temperature for 5 minutes, and then 31 mg of phenyl ethylcarbamate was added and the mixture was stirred for another 2 hours. Water was then added, and ethyl acetate was used for liquid separation and extraction. The organic layer was concentrated and subje... Reactants: N[C@H]1[C@@H](CCC1)O (trans-2-aminocyclopentanol), O (water), C(C)(C)N1C=C2C[C@H]3N(CC(C[C@@H]3C=3C=CC=C1C32)C(=O)O)C (1-isopropyl-6-methylergoline-8-carboxylic acid), C(=O)(N1C=NC=C1)N1C=NC=C1 (1,1'-carbonyldiimidazole). Solvent: CN(C=O)C (dimethylformamide), CN(C=O)C (dimethylformamide). Run at time 4 hour. Yields the product OC1C(CCC1)NC(=O)[C@@H]1CN([C@H]2CC3=CN(C4=CC=CC([C@H]2C1)=C34)C(C)C)C ((S,S)-N-(2-hydroxycyclopentyl)-1-isopropyl-6-methylergoline-8-carboxamide). As a reaction SMILES: [CH:1]([N:4]1[C:18]2[C:19]3[C:6]([CH2:7][C@@H:8]4[C@@H:13]([C:14]=3[CH:15]=[CH:16][CH:17]=2)[CH2:12][CH:11]([C:20]([OH:22])=O)[CH2:10][N:9]4[CH3:23])=[CH:5]1)([CH3:3])[CH3:2].C(N1C=CN=C1)(N1C=CN=C1)=O.[NH2:36][C@@H:37]1[CH2:41][CH2:40][CH2:39][C@H:38]1[OH:42].O>CN(C)C=O>[OH:42][CH:38]1[CH2:39][CH2:40][CH2:41][CH:37]1[NH:36][C:20]([C@H:11]1[CH2:12][C@H:13]2[C@H:8]([CH2:7][C:6]3[C:19]4[C:18](=[CH:17][CH:16]=[CH:15][C:14]2=4)[N:4]([CH:1]([CH3:3])[CH3:2])[CH:5]=3)[N:9]([CH3:23])[CH2:10]1)=[O:22]. Procedure: To a suspension of 6.24 g of 1-isopropyl-6-methylergoline-8-carboxylic acid in 120 ml of dimethylformamide under a nitrogen atmosphere were added 3.2 g of 1,1'-carbonyldiimidazole. After stirring for approximately four hours, a solution of 2.02 g of trans-2-aminocyclopentanol in 40 ml of dimethylformamide was added with stirring. After stirring at room temperature overnight, the mixture was added to water. The resulting precipitate was extracted three times into methylene chloride. The combined ...